Task: describe an organic reaction: reactants, conditions, products, and yield. Dataset: the Open Reaction Database (ORD), a public repository of structured organic reaction records Reactants: C(C)OC(COC1(C2=CC=CC=C2C=2C(=CC(=CC12)F)Cl)C(F)(F)F)=O ((4-chloro-2-fluoro-9-trifluoromethyl-9H-fluoren-9-yloxy)-acetic acid ethyl ester), [OH-].[Na+] (sodium hydroxide). The solvent is C(C)O (ethanol). Conditions: temperature 80 celsius, time 3.5 hour. Product: ClC1=CC(=CC=2C(C3=CC=CC=C3C12)(OCC(=O)O)C(F)(F)F)F ((4-chloro-2-fluoro-9-trifluoromethyl-9H-fluoren-9-yloxy)-acetic acid). The yield is 85.3%. RXN SMILES: C([O:3][C:4](=[O:26])[CH2:5][O:6][C:7]1([C:22]([F:25])([F:24])[F:23])[C:19]2[CH:18]=[C:17]([F:20])[CH:16]=[C:15]([Cl:21])[C:14]=2[C:13]2[C:8]1=[CH:9][CH:10]=[CH:11][CH:12]=2)C.[OH-].[Na+]>C(O)C>[Cl:21][C:15]1[C:14]2[C:13]3[C:8](=[CH:9][CH:10]=[CH:11][CH:12]=3)[C:7]([C:22]([F:23])([F:24])[F:25])([O:6][CH2:5][C:4]([OH:26])=[O:3])[C:19]=2[CH:18]=[C:17]([F:20])[CH:16]=1 |f:1.2|. Reported procedure: To a mixture of ethanol (440 ml) and (4-chloro-2-fluoro-9-trifluoromethyl-9H-fluoren-9-yloxy)-acetic acid ethyl ester (360 g) was added 2N aqueous sodium hydroxide solution (877 ml), and the mixture was stirred at 80° C. for 3.5 hr. The reaction mixture was cooled to room temperature, insoluble material was filtered off through celite, and washed with water (500 ml) and ethanol (60 ml). Water (120 ml) was added to the filtrate and the mixture was ice-cooled, and formic acid (199 ml) was added dr... Reactants: CN(C)C=O, FC(F)(F)c1ccc2c(c1)CCN2, O=C(Nc1ccc(OCc2ccccn2)nc1)Oc1ccccc1. Product: O=C(Nc1ccc(OCc2ccccn2)nc1)N1CCc2cc(C(F)(F)F)ccc21. RXN SMILES: [CH3:38][N:39]([CH3:40])[CH:41]=[O:42].[F:25][C:26]([c:27]1[cH:28][c:29]2[c:33]([cH:34][cH:35]1)[NH:32][CH2:31][CH2:30]2)([F:36])[F:37].[n:1]1[c:2]([CH2:7][O:8][c:9]2[n:10][cH:11][c:12]([NH:15][C:16]([O:17][c:18]3[cH:19][cH:20][cH:21][cH:22][cH:23]3)=[O:24])[cH:13][cH:14]2)[cH:3][cH:4][cH:5][cH:6]1>>[n:1]1[c:2]([CH2:7][O:8][c:9]2[n:10][cH:11][c:12]([NH:15][C:16](=[O:24])[N:32]3[CH2:31][CH2:30][c:29]4[cH:28][c:27]([C:26]([F:25])([F:36])[F:37])[cH:35][cH:34][c:33]43)[cH:13][cH:14]2)[cH:3][cH:4][cH:5][cH:6]1. The reactants are CCOC(=O)CP(=O)(OCC)OCC, CCCc1c(C=O)cnn1Cc1ccccc1, CN(C)C=O, [H-], [Na+], O. The product is CCCc1c(C=CC(=O)OCC)cnn1Cc1ccccc1. Reaction SMILES: [CH2:20]([O:21][P:22]([O:23][CH2:24][CH3:25])(=[O:26])[CH2:28][C:29](=[O:30])[O:31][CH2:32][CH3:33])[CH3:27].[CH2:3]([c:4]1[cH:5][cH:6][cH:7][cH:8][cH:9]1)[n:10]1[n:11][cH:12][c:13]([CH:18]=[O:19])[c:14]1[CH2:15][CH2:16][CH3:17].[CH3:34][N:35]([CH3:36])[CH:37]=[O:38].[H-:1].[Na+:2].[OH2:39]>>[CH2:3]([c:4]1[cH:5][cH:6][cH:7][cH:8][cH:9]1)[n:10]1[n:11][cH:12][c:13]([CH:18]=[CH:28][C:29](=[O:30])[O:31][CH2:32][CH3:33])[c:14]1[CH2:15][CH2:16][CH3:17]. Reactants: C(C)(C)C1=C(C(=CC(=C1)C(C)C)C(C)C)S(=O)(=O)NN=C(CC1N(CCC1)C)C1=CC=CC=C1 (α-(1-Methyl-2-pyrrolidinyl)acetophenone 2,4,6-triisopropylbenzenesulphonylhydrazone), solid, Cl.CN1C(CCC1)CC(=O)C1=CC=CC=C1 (α-(1-methyl-2-pyrrolidinyl)acetophenone hydrochloride), C(C)(C)C1=C(C(=CC(=C1)C(C)C)C(C)C)S(=O)(=O)NN=C(CCN(C)C)C1=CC=CC=C1 (β-dimethylaminopropiophenone 2,4,6-triisopropylbenzenesulphonylhydrazone), C(C)(C)C1=C(C(=CC(=C1)C(C)C)C(C)C)S(=O)(=O)NN (2,4,6-triisopropylbenzenesulphonylhydrazine). The product is Cl.C(C)(C)C1=C(C(=CC(=C1)C(C)C)C(C)C)S(=O)(=O)NN=C(CC1N(CCC1)C)C1=CC=CC=C1 (α-(1-methyl-2-pyrrolidinyl)acetophenone 2,4,6-triisopropylbenzenesulphonylhydrazone hydrochloride). Reaction SMILES: [CH:1]([C:4]1[CH:9]=[C:8]([CH:10]([CH3:12])[CH3:11])[CH:7]=[C:6]([CH:13]([CH3:15])[CH3:14])[C:5]=1[S:16]([NH:19][N:20]=[C:21]([C:29]1[CH:34]=[CH:33][CH:32]=[CH:31][CH:30]=1)[CH2:22][CH:23]1[CH2:27][CH2:26][CH2:25][N:24]1[CH3:28])(=[O:18])=[O:17])([CH3:3])[CH3:2].C(C1C=C(C(C)C)C=C(C(C)C)C=1S(NN=C(C1C=CC=CC=1)CCN(C)C)(=O)=O)(C)C.C(C1C=C(C(C)C)C=C(C(C)C)C=1S(NN)(=O)=O)(C)C.[ClH:87].CN1CCCC1CC(C1C=CC=CC=1)=O>>[ClH:87].[CH:1]([C:4]1[CH:9]=[C:8]([CH:10]([CH3:11])[CH3:12])[CH:7]=[C:6]([CH:13]([CH3:14])[CH3:15])[C:5]=1[S:16]([NH:19][N:20]=[C:21]([C:29]1[CH:30]=[CH:31][CH:32]=[CH:33][CH:34]=1)[CH2:22][CH:23]1[CH2:27][CH2:26][CH2:25][N:24]1[CH3:28])(=[O:18])=[O:17])([CH3:2])[CH3:3] |f:3.4,5.6|. Procedure: α-(1-Methyl-2-pyrrolidinyl)acetophenone 2,4,6-triisopropylbenzenesulphonylhydrazone can be prepared by a method similar to that described in Example 22 for the preparation of β-dimethylaminopropiophenone 2,4,6-triisopropylbenzenesulphonylhydrazone, but starting from 2,4,6-triisopropylbenzenesulphonylhydrazine (30.6 g) and α-(1-methyl-2-pyrrolidinyl)acetophenone hydrochloride (28.3 g). In this way, α-(1-methyl-2-pyrrolidinyl)acetophenone 2,4,6-triisopropylbenzenesulphonylhydrazone hydrochloride (...